This data is from the Open Reaction Database (ORD), a public repository of structured organic reaction records. The task is: describe an organic reaction: reactants, conditions, products, and yield The reactants are C(C)(C)(C)N1N=C(C=C1C1=CC=C(C=C1)C)CCC=O (3-(1-tert-butyl-5-p-tolyl-1H-pyrazol-3-yl)propanal), [BH-](OC(=O)C)(OC(=O)C)OC(=O)C.[Na+] (NaBH(OAc)3), FC1=CC=C(C=C1)C(N1CCNCC1)C1=CC=C(C=C1)F (1-(bis(4-fluorophenyl)methyl)piperazine), CCN(C(C)C)C(C)C (DIPEA). The product is C(C)(C)(C)N1N=C(C=C1C1=CC=C(C=C1)C)CCCN1CCN(CC1)C(C1=CC=C(C=C1)F)C1=CC=C(C=C1)F (1-(3-(1-tert-butyl-5-p-tolyl-1H-pyrazol-3-yl)propyl)-4-(bis(4-fluorophenyl)methyl)piperazine). As a reaction SMILES: [C:1]([N:5]1[C:9]([C:10]2[CH:15]=[CH:14][C:13]([CH3:16])=[CH:12][CH:11]=2)=[CH:8][C:7]([CH2:17][CH2:18][CH:19]=O)=[N:6]1)([CH3:4])([CH3:3])[CH3:2].[F:21][C:22]1[CH:27]=[CH:26][C:25]([CH:28]([C:35]2[CH:40]=[CH:39][C:38]([F:41])=[CH:37][CH:36]=2)[N:29]2[CH2:34][CH2:33][NH:32][CH2:31][CH2:30]2)=[CH:24][CH:23]=1.CCN(C(C)C)C(C)C.[BH-](OC(C)=O)(OC(C)=O)OC(C)=O.[Na+]>>[C:1]([N:5]1[C:9]([C:10]2[CH:15]=[CH:14][C:13]([CH3:16])=[CH:12][CH:11]=2)=[CH:8][C:7]([CH2:17][CH2:18][CH2:19][N:32]2[CH2:31][CH2:30][N:29]([CH:28]([C:35]3[CH:40]=[CH:39][C:38]([F:41])=[CH:37][CH:36]=3)[C:25]3[CH:24]=[CH:23][C:22]([F:21])=[CH:27][CH:26]=3)[CH2:34][CH2:33]2)=[N:6]1)([CH3:4])([CH3:3])[CH3:2] |f:3.4|. Reported procedure: 111 mg (86%) of target compound was obtained by using a method same as in Example 1 by using 3-(1-tert-butyl-5-p-tolyl-1H-pyrazol-3-yl)propanal (60 mg, 0.222 mmol), 1-(bis(4-fluorophenyl)methyl)piperazine (64 mg, 0.222 mmol), DIPEA (0.06 mL, 0.333 mmol) and NaBH(OAc)3 (141 mg, 0.666 mmol).